From a dataset of the Open Reaction Database (ORD), a public repository of structured organic reaction records. describe an organic reaction: reactants, conditions, products, and yield Procedure: A mixture of the product of example 2 step (ii) (1.5 g), potassium carbonate (1.71 g) and ethyl 4-fluorobenzoate (0.835 g) in dimethylsulphoxide (20 ml ) was heated at 100° C. for 20 hours. Cesium carbonate(1.6 g) was added and the mixture heated at 100° C. for 5 hours. The mixture was partitioned between ethyl acetate and water. The organic phase was dried (MgSO4) and evaporated. Purified by chromatography 20-30% ethyl acetate in isohexane. Yield 0.72 g. Yields the product C1=CC=CC=2C(C3=C(C=CC21)C=CC=C3)C=3C(NC(N(C3)C3=CC=C(C(=O)OCC)C=C3)=O)=S (4-[5-{5H-Dibenzo[a,d]cyclohepten-5-yl}3,4-dihydro-2-oxo-4-thioxo-1(2H)-pyrimidinyl]benzoic acid, ethyl ester). Reactants: C([O-])([O-])=O.[Cs+].[Cs+] (Cesium carbonate), C1=CC=CC=2C(C3=C(C=CC21)C=CC=C3)C=3C(NC(NC3)=O)=O (5-(5H-Dibenzo[a,d]cyclohepten-5-yl)-2,4(1H,3H)-pyrimidinedione), C([O-])([O-])=O.[K+].[K+] (potassium carbonate), FC1=CC=C(C(=O)OCC)C=C1 (ethyl 4-fluorobenzoate), CS(=O)C (dimethylsulphoxide). Reaction conditions: temperature 100 celsius. As a reaction SMILES: [CH:1]1[C:11]2[CH:10]=[CH:9][C:8]3[CH:12]=[CH:13][CH:14]=[CH:15][C:7]=3[CH:6]([C:16]3[C:17](=O)[NH:18][C:19](=[O:22])[NH:20][CH:21]=3)[C:5]=2[CH:4]=[CH:3][CH:2]=1.C(=O)([O-])[O-].[K+].[K+].F[C:31]1[CH:41]=[CH:40][C:34]([C:35]([O:37][CH2:38][CH3:39])=[O:36])=[CH:33][CH:32]=1.C(=O)([O-])[O-].[Cs+].[Cs+].C[S:49](C)=O>>[CH:1]1[C:11]2[CH:10]=[CH:9][C:8]3[CH:12]=[CH:13][CH:14]=[CH:15][C:7]=3[CH:6]([C:16]3[C:17](=[S:49])[NH:18][C:19](=[O:22])[N:20]([C:31]4[CH:41]=[CH:40][C:34]([C:35]([O:37][CH2:38][CH3:39])=[O:36])=[CH:33][CH:32]=4)[CH:21]=3)[C:5]=2[CH:4]=[CH:3][CH:2]=1 |f:1.2.3,5.6.7|.